describe an organic reaction: reactants, conditions, products, and yield From a dataset of the Open Reaction Database (ORD), a public repository of structured organic reaction records. Starting materials: CNC (dimethylamine), NC1=NC(=NC(=N1)F)OC(F)(F)F (2-amino-4-fluoro-6-trifluoromethoxy-1,3,5-triazine). The solvent is O1CCCC1 (tetrahydrofuran). Run at temperature 22 celsius, time 8 hour. Yields the product NC1=NC(=NC(=N1)N(C)C)OC(F)(F)F (2-Amino-4-dimethylamino-6-trifluoromethoxy-1,3,5-triazine). Reaction SMILES: [CH3:1][NH:2][CH3:3].[NH2:4][C:5]1[N:10]=[C:9](F)[N:8]=[C:7]([O:12][C:13]([F:16])([F:15])[F:14])[N:6]=1>O1CCCC1>[NH2:4][C:5]1[N:10]=[C:9]([N:2]([CH3:3])[CH3:1])[N:8]=[C:7]([O:12][C:13]([F:16])([F:15])[F:14])[N:6]=1. Procedure: 5.0 g (0.111 mol) of dimethylamine were passed over the course of 20 minutes into a stirred solution of 11 g (0.055 mol) of 2-amino-4-fluoro-6-trifluoromethoxy-1,3,5-triazine in 150 ml of tetrahydrofuran at 0° C. The mixture was stirred at 0° C. for one hour and at 22° C. overnight. Concentration, washing with water and drying yielded 9.9 g (80.7% of theory) of the title compound of melting point 114°-118° C. (decomposition).